This data is from the Open Reaction Database (ORD), a public repository of structured organic reaction records. The task is: describe an organic reaction: reactants, conditions, products, and yield Reactants: BrC=1C(=C(C=NO)C(=CC1)S(=O)(=O)C)C (3-bromo-2-methyl-6-methylsulfonylbenzaldehyde oxime), ClCCCCC=C (6-chlorohexene), Cl[O-].[Na+] (sodium hypochlorite), ClCl (chlorine), C(C)(=O)[O-].[Na+] (sodium acetate). Run in C(Cl)Cl (methylene chloride), O (water). Run at time 8 hour. Yields the product BrC1=C(C(=C(C=C1)S(=O)(=O)C)C1=NOC(C1)CCCCCl)C (1-Bromo-2-methyl-3-[5-(4-chlorobutyl)-4,5-dihydroisoxazol-3-yl]-4-methylsulfonylbenzene). As a reaction SMILES: Cl[O-].[Na+].ClCl.C([O-])(=O)C.[Na+].[Br:11][C:12]1[C:13]([CH3:25])=[C:14]([C:18]([S:21]([CH3:24])(=[O:23])=[O:22])=[CH:19][CH:20]=1)[CH:15]=[N:16][OH:17].[Cl:26][CH2:27][CH2:28][CH2:29][CH2:30][CH:31]=[CH2:32]>C(Cl)Cl.O>[Br:11][C:12]1[CH:20]=[CH:19][C:18]([S:21]([CH3:24])(=[O:23])=[O:22])=[C:14]([C:15]2[CH2:32][CH:31]([CH2:30][CH2:29][CH2:28][CH2:27][Cl:26])[O:17][N:16]=2)[C:13]=1[CH3:25] |f:0.1,3.4|. Procedure details: At room temperature, 50 ml of sodium hypochlorite solution (12.5% of active chlorine, admixed with a spatula tip of sodium acetate) were added dropwise with vigorous stirring to a solution of 15 g (51.4 mmol) of 3-bromo-2-methyl-6-methylsulfonylbenzaldehyde oxime and 6.7 g (56.5 mmol) of 6-chlorohexene in 200 ml of methylene chloride. The reaction mixture was stirred at room temperature overnight. The reaction mixture was then stirred into 300 ml of water. The organic phase was washed three time... The reactants are S=C(Cl)Cl, Cl, Nc1cc(S(=O)(=O)O)cc2cc(S(=O)(=O)O)cc(S(=O)(=O)O)c12, O. Yields the product O=S(=O)(O)c1cc(N=C=S)c2c(S(=O)(=O)O)cc(S(=O)(=O)O)cc2c1. Reaction SMILES: [Cl:24][C:25]([Cl:26])=[S:27].[ClH:29].[NH2:1][c:2]1[cH:3][c:4]([S:20](=[O:21])(=[O:22])[OH:23])[cH:5][c:6]2[cH:7][c:8]([S:16](=[O:17])(=[O:18])[OH:19])[cH:9][c:10]([S:12](=[O:13])(=[O:14])[OH:15])[c:11]12.[OH2:28]>>[N:1]([c:2]1[cH:3][c:4]([S:20](=[O:21])(=[O:22])[OH:23])[cH:5][c:6]2[cH:7][c:8]([S:16](=[O:17])(=[O:18])[OH:19])[cH:9][c:10]([S:12](=[O:13])(=[O:14])[OH:15])[c:11]12)=[C:25]=[S:27]. Starting materials: C(#N)C=1C=C(C2=CC=CC=C2C1C#N)C(=O)O (3,4-dicyano-1-naphthoic acid), C(C(=O)Cl)(=O)Cl (oxalyl chloride), CN(C)C=O (DMF). Run in C(Cl)Cl (DCM). Product: C(#N)C=1C=C(C2=CC=CC=C2C1C#N)C(=O)Cl (3,4-dicyano-1-naphthoyl chloride). As a reaction SMILES: [C:1]([C:3]1[CH:4]=[C:5]([C:15]([OH:17])=O)[C:6]2[C:11]([C:12]=1[C:13]#[N:14])=[CH:10][CH:9]=[CH:8][CH:7]=2)#[N:2].C(Cl)(=O)C([Cl:21])=O.CN(C=O)C>C(Cl)Cl>[C:1]([C:3]1[CH:4]=[C:5]([C:15]([Cl:21])=[O:17])[C:6]2[C:11]([C:12]=1[C:13]#[N:14])=[CH:10][CH:9]=[CH:8][CH:7]=2)#[N:2]. Procedure details: To a stirred solution of 3,4-dicyano-1-naphthoic acid (121 mg, 0.542 mmol) in dry DCM (5 mL) was added oxalyl chloride (80.0 mg, 0.63 mmol) and DMF (10 μL). After 3 h at room temperature DCM was removed in vacuo to afford 3,4-dicyano-1-naphthoyl chloride. Starting materials: Cl.C(C)(=O)OCC (hydrochloric acid ethyl acetate), CC1=C(C=CC(=C1)C)C=1C=2N(N=C(C1)C)C(=C(N2)CC)NC(OC(C)(C)C)=O (tert-butyl N-[8-(2,4-dimethylphenyl)-2-ethyl-6-methylimidazo[1,2-b]pyridazin-3-yl]carbamate), [OH-].[Na+] (sodium hydroxide). Solvent: C(C)(=O)OCC (ethyl acetate). Run at time 14 hour. The product is CC1=C(C=CC(=C1)C)C=1C=2N(N=C(C1)C)C(=C(N2)CC)N (8-(2,4-dimethylphenyl)-2-ethyl-6-methylimidazo[1,2-b]pyridazin-3-amine), crude product. As a reaction SMILES: Cl.C(OCC)(=O)C.[CH3:8][C:9]1[CH:14]=[C:13]([CH3:15])[CH:12]=[CH:11][C:10]=1[C:16]1[C:17]2[N:18]([C:23]([NH:28]C(=O)OC(C)(C)C)=[C:24]([CH2:26][CH3:27])[N:25]=2)[N:19]=[C:20]([CH3:22])[CH:21]=1.[OH-].[Na+]>C(OCC)(=O)C>[CH3:8][C:9]1[CH:14]=[C:13]([CH3:15])[CH:12]=[CH:11][C:10]=1[C:16]1[C:17]2[N:18]([C:23]([NH2:28])=[C:24]([CH2:26][CH3:27])[N:25]=2)[N:19]=[C:20]([CH3:22])[CH:21]=1 |f:0.1,3.4|. Procedure: 4N hydrochloric acid/ethyl acetate (30 mL) was added to a solution of the resulting tert-butyl N-[8-(2,4-dimethylphenyl)-2-ethyl-6-methylimidazo[1,2-b]pyridazin-3-yl]carbamate in ethyl acetate (10 mL), and the mixture was stirred at room temperature for 14 hours. The mixture was neutralized by adding 5N aqueous sodium hydroxide solution under ice-cooling, which was extracted with ethyl acetate. The organic layer was washed with brine, dried over anhydrous magnesium sulfate and evaporated, to giv... Reactants: BrCc1ccccn1, Br, CCOC(C)=O, O=C1c2sc(-c3ccc(Cl)cc3)nc2CCN1c1ccc2[nH]ccc2c1, [H-], [Na+], CN(C)C=O. Product: O=C1c2sc(-c3ccc(Cl)cc3)nc2CCN1c1ccc2c(ccn2Cc2ccccn2)c1. RXN SMILES: [Br:30][CH2:31][c:32]1[n:33][cH:34][cH:35][cH:36][cH:37]1.[BrH:29].[CH3:43][CH2:44][O:45][C:46]([CH3:47])=[O:48].[Cl:1][c:2]1[cH:3][cH:4][c:5](-[c:8]2[s:9][c:10]3[c:15]([n:16]2)[CH2:14][CH2:13][N:12]([c:17]2[cH:18][c:19]4[cH:20][cH:21][nH:22][c:23]4[cH:24][cH:25]2)[C:11]3=[O:26])[cH:6][cH:7]1.[H-:27].[Na+:28].[O:38]=[CH:39][N:40]([CH3:41])[CH3:42]>>[Cl:1][c:2]1[cH:3][cH:4][c:5](-[c:8]2[s:9][c:10]3[c:15]([n:16]2)[CH2:14][CH2:13][N:12]([c:17]2[cH:18][c:19]4[cH:20][cH:21][n:22]([CH2:31][c:32]5[n:33][cH:34][cH:35][cH:36][cH:37]5)[c:23]4[cH:24][cH:25]2)[C:11]3=[O:26])[cH:6][cH:7]1. Reactants: OC=1C=C(C(=O)OC)C=CC1 (methyl 3-hydroxybenzoate), C(C=C)I (allyl iodide), [H-].[Na+] (sodium hydride). Solvent: CN(C)C=O (DMF). Reaction conditions: time 5 hour. Yields the product C(C=C)OC=1C=C(C(=O)OC)C=CC1 (methyl 3-(allyloxy)benzoate). RXN SMILES: [OH:1][C:2]1[CH:3]=[C:4]([CH:9]=[CH:10][CH:11]=1)[C:5]([O:7][CH3:8])=[O:6].[CH2:12](I)[CH:13]=[CH2:14].[H-].[Na+]>CN(C=O)C>[CH2:14]([O:1][C:2]1[CH:3]=[C:4]([CH:9]=[CH:10][CH:11]=1)[C:5]([O:7][CH3:8])=[O:6])[CH:13]=[CH2:12] |f:2.3|. Reported procedure: To a solution of methyl 3-hydroxybenzoate (5.0 g, 32.9 mmol) in DMF (20 mL) was added allyl iodide (6.62 g, 39.4 mmol) followed by sodium hydride (60% oil dispersion, 0.95 g, 39.4 mmol). After stirring at rt for 5 h, the reaction mixture was quenched with H2O, extracted with ethyl acetate (three times), dried over MgSO4 and concentrated under vacuum. Purification by silica gel chromatography (10% EtOAc/hexanes) afforded the desired product. Starting materials: C(C(C)C)O (iso-butanol), O1C(CCC1)C(=O)N1CCNCC1 (N-(2-tetrahydrofuroyl)piperazine), NC1=NC(=NC2=CC(=C(C=C12)OC)OC)Cl (4-amino-2-chloro-6,7-dimethoxyquinazoline). Run in O (water). The product is COC=1C=C2C(=CC1OC)N=C(N=C2N)N3CCN(CC3)C(=O)C4CCCO4 (Terazosin). Isolated yield 109.2%. As a reaction SMILES: C(O)C(C)C.[O:6]1[CH2:10][CH2:9][CH2:8][CH:7]1[C:11]([N:13]1[CH2:18][CH2:17][NH:16][CH2:15][CH2:14]1)=[O:12].[NH2:19][C:20]1[C:29]2[C:24](=[CH:25][C:26]([O:32][CH3:33])=[C:27]([O:30][CH3:31])[CH:28]=2)[N:23]=[C:22](Cl)[N:21]=1>O>[CH3:31][O:30][C:27]1[CH:28]=[C:29]2[C:20]([NH2:19])=[N:21][C:22]([N:16]3[CH2:15][CH2:14][N:13]([C:11]([CH:7]4[O:6][CH2:10][CH2:9][CH2:8]4)=[O:12])[CH2:18][CH2:17]3)=[N:23][C:24]2=[CH:25][C:26]=1[O:32][CH3:33]. Procedure details: To a solution of iso-butanol (306 ml), water (34 ml) and N-(2-tetrahydrofuroyl)piperazine (20 g) were added, while stirring, 4-amino-2-chloro-6,7-dimethoxyquinazoline (22.2 g). The reaction mixture was heated to reflux and the reflux was maintained for about 13 hours. Then the reaction mixture was cooled to room temperature and stirred at this temperature for about 12 hours. The crystals were collected by filtration, washed with iso-butanol and dried in vacuo at 40° C. to yield 39.2 g (91.9%) of...